Task: describe an organic reaction: reactants, conditions, products, and yield. Dataset: the Open Reaction Database (ORD), a public repository of structured organic reaction records Reagents/catalysts: [Os](=O)(=O)(=O)=O (osmium tetroxide). The product is COC1=C(CC=2C(=NC=NC2OCCOC2OCCCC2)NS(=O)(=O)C2=CC=C(C=O)C=C2)C=CC=C1 (rac-p-[[5-(o-methoxybenzyl)-6-[2-[(tetra-hydro-2H-pyran-2-yl)oxy]ethoxy]-4-pyrimidinyl]sulfamoyl]-benzaldehyde). The solvent is O1CCOCC1 (dioxane). Reaction conditions: time 1 hour. The yield is 47.0%. Procedure details: 318 mg of rac-N-[5-(o-methoxybenzyl)-6-[2-[(tetrahydro-2H-pyran-2-yl]oxy]ethoxy]-4-pyrimidinyl]-p-vinylbenzenesulfonamide, 5.3 mg of osmium tetroxide and 270 mg of sodium(meta)periodate were added in succession to a mixture of 1.5 ml of water and 4 ml of dioxane at room temperature. After stirring at room temperature for 1 hour, the dioxane was distilled under reduced pressure. Thereafter, the aqueous phase was extracted three times with ethyl acetate. The ethyl acetate was washed twice with wat... Starting materials: COC1=C(CC=2C(=NC=NC2OCCOC2OCCCC2)NS(=O)(=O)C2=CC=C(C=C2)C=C)C=CC=C1 (rac-N-[5-(o-methoxybenzyl)-6-[2-[(tetrahydro-2H-pyran-2-yl]oxy]ethoxy]-4-pyrimidinyl]-p-vinylbenzenesulfonamide), [O-]I(=O)(=O)=O.[Na+] (sodium(meta)periodate), O (water). As a reaction SMILES: [CH3:1][O:2][C:3]1[CH:37]=[CH:36][CH:35]=[CH:34][C:4]=1[CH2:5][C:6]1[C:7]([NH:22][S:23]([C:26]2[CH:31]=[CH:30][C:29]([CH:32]=C)=[CH:28][CH:27]=2)(=[O:25])=[O:24])=[N:8][CH:9]=[N:10][C:11]=1[O:12][CH2:13][CH2:14][O:15][CH:16]1[CH2:21][CH2:20][CH2:19][CH2:18][O:17]1.[O-:38]I(=O)(=O)=O.[Na+].O>[Os](=O)(=O)(=O)=O.O1CCOCC1>[CH3:1][O:2][C:3]1[CH:37]=[CH:36][CH:35]=[CH:34][C:4]=1[CH2:5][C:6]1[C:7]([NH:22][S:23]([C:26]2[CH:31]=[CH:30][C:29]([CH:32]=[O:38])=[CH:28][CH:27]=2)(=[O:24])=[O:25])=[N:8][CH:9]=[N:10][C:11]=1[O:12][CH2:13][CH2:14][O:15][CH:16]1[CH2:21][CH2:20][CH2:19][CH2:18][O:17]1 |f:1.2|. The solvent is O1CCCC1 (tetrahydrofurane), O1CCCC1 (tetrahydrofurane). The product is COC(=O)\C=C/1\C[C@@H]2[C@H](C[C@H]3[C@@H]4CC[C@@H]([C@@]4(C)CC[C@@H]3[C@]2(CC1)C)O)O ((E)-3-methoxycarbonylmethylen-5α-androstan-6α,17β-diol), COC(=O)\C=C\1/C[C@@H]2[C@H](C[C@H]3[C@@H]4CC[C@@H]([C@@]4(C)CC[C@@H]3[C@]2(CC1)C)O)O ((Z)-3-methoxycarbonylmethylen-5α-androstan-6α,17β-diol). Starting materials: COC(=O)CP(=O)(OC)OC (Trimethyl phosphonoacetate), [H-].[Na+] (sodium hydride), O=C1C[C@@H]2[C@H](C[C@H]3[C@@H]4CC[C@@H]([C@@]4(C)CC[C@@H]3[C@]2(CC1)C)O)O (3-oxo-5α-androstan-6α,17β-diol). RXN SMILES: [CH3:1][O:2][C:3]([CH2:5]P(OC)(OC)=O)=[O:4].[H-].[Na+].O=[C:15]1[CH2:32][CH2:31][C@@:30]2([CH3:33])[C@@H:17]([C@@H:18]([OH:35])[CH2:19][C@@H:20]3[C@@H:29]2[CH2:28][CH2:27][C@@:25]2([CH3:26])[C@H:21]3[CH2:22][CH2:23][C@@H:24]2[OH:34])[CH2:16]1>O1CCCC1>[CH3:1][O:2][C:3](/[CH:5]=[C:15]1/[CH2:16][C@H:17]2[C@:30]([CH3:33])([CH2:31][CH2:32]/1)[C@@H:29]1[C@H:20]([C@H:21]3[C@@:25]([CH2:27][CH2:28]1)([CH3:26])[C@@H:24]([OH:34])[CH2:23][CH2:22]3)[CH2:19][C@@H:18]2[OH:35])=[O:4].[CH3:1][O:2][C:3](/[CH:5]=[C:15]1\[CH2:16][C@H:17]2[C@:30]([CH3:33])([CH2:31][CH2:32]\1)[C@@H:29]1[C@H:20]([C@H:21]3[C@@:25]([CH2:27][CH2:28]1)([CH3:26])[C@@H:24]([OH:34])[CH2:23][CH2:22]3)[CH2:19][C@@H:18]2[OH:35])=[O:4] |f:1.2|. Procedure: Trimethyl phosphonoacetate (1.9 mL) was added to a mixture of sodium hydride (50%, 500 mg) in anhydrous tetrahydrofurane (25 mL), and the mixture was stirred at room temperature under nitrogen atmosphere for 15 min, then 3-oxo-5α-androstan-6α,17β-diol (II-b, Prep. 2.0 g) dissolved in anhydrous tetrahydrofurane (5 mL) was added. After 1 hr the reaction was quenched with sodium dihydrogen phosphate (5%). The mixture was extracted several times with ethyl acetate, the combined organic layers were d... Run at time 15 minute. Starting materials: C(C=C)OC1=C(C(=C(C(=O)C2=CC(=C(C=C2)Cl)S(=O)(=O)N=CN(C)C)C=C1)Cl)Cl (4-allyloxy-3'-dimethylaminomethyleneaminosulfonyl-2,3,4'-trichlorobenzophenone), C1(=CC=CC=C1)OC1=CC=CC=C1 (diphenyl ether). Solvent: petroleum ether. The product is C(C=C)C=1C(=C(C(=C(C(=O)C2=CC(=C(C=C2)Cl)S(=O)(=O)N=CN(C)C)C1)Cl)Cl)O (5-Allyl-4-hydroxy-3'-dimethylaminomethyleneaminosulfonyl-2,3,4'-trichlorobenzophenone). As a reaction SMILES: C([O:4][C:5]1[CH:27]=[CH:26][C:8]([C:9]([C:11]2[CH:16]=[CH:15][C:14]([Cl:17])=[C:13]([S:18]([N:21]=[CH:22][N:23]([CH3:25])[CH3:24])(=[O:20])=[O:19])[CH:12]=2)=[O:10])=[C:7]([Cl:28])[C:6]=1[Cl:29])C=C.[C:30]1(OC2C=CC=CC=2)[CH:35]=CC=C[CH:31]=1>>[CH2:35]([C:27]1[C:5]([OH:4])=[C:6]([Cl:29])[C:7]([Cl:28])=[C:8]([CH:26]=1)[C:9]([C:11]1[CH:16]=[CH:15][C:14]([Cl:17])=[C:13]([S:18]([N:21]=[CH:22][N:23]([CH3:25])[CH3:24])(=[O:20])=[O:19])[CH:12]=1)=[O:10])[CH:30]=[CH2:31]. Procedure: 16.5 g (35 mmol) of 4-allyloxy-3'-dimethylaminomethyleneaminosulfonyl-2,3,4'-trichlorobenzophenone in 200 ml of diphenyl ether are heated at 210° to 215° C. for 1 hour, and the still warm mixture is poured in portions, with stirring, into 1.2 l of petroleum ether. The precipitate is filtered off, washed several times with petroleum ether and recrystallized from methanol. Colorless crystals, melting point 190°-193° C. The reactants are S1C=C(C=C1)C=1SC(=CC1)C(CN)C (2-[2-(thien-3-yl)-5-thienyl]propylamine), material, S(=O)(=O)(C1=CC=C(C)C=C1)C[N+]#[C-] (tosylmethyl isocyanide), CC(C)([O-])C.[K+] (potassium tert-butoxide), O (Water). The solvent is COCCOC (DME), C(C)(C)(C)O (tert-butanol). Reaction conditions: temperature -5 celsius, time 2 hour. Yields the product S1C=C(C=C1)C=1SC(=CC1)C(CNS(=O)(=O)C(C)C)C (N-2-(2-thien-3-yl-5-thienyl)propyl 2-propanesulfonamide). The yield is 22.0%. RXN SMILES: [S:1]1[CH:5]=[CH:4][C:3]([C:6]2[S:7][C:8]([CH:11]([CH3:14])[CH2:12][NH2:13])=[CH:9][CH:10]=2)=[CH:2]1.[S:15](C[N+]#[C-])([C:18]1[CH:24]=CC(C)=C[CH:19]=1)(=[O:17])=[O:16].CC(C)([O-])C.[K+].O>COCCOC.C(O)(C)(C)C>[S:1]1[CH:5]=[CH:4][C:3]([C:6]2[S:7][C:8]([CH:11]([CH3:14])[CH2:12][NH:13][S:15]([CH:18]([CH3:24])[CH3:19])(=[O:17])=[O:16])=[CH:9][CH:10]=2)=[CH:2]1 |f:2.3|. Reported procedure: 2-[2-(thien-3-yl)-5-thienyl]propylamine To a −15° C. solution of 1.1 g (5.3 mmol) of the material prepared in step A and 1.05 g (5.35 mmol) of tosylmethyl isocyanide in 18 ml of DME, a hot solution of 1.07 g (9.54 mmol) of potassium tert-butoxide in 5 ml of tert-butanol was added slowly. The mixture was stirred at −5° C. for 45 min and 2 h at ambient temperature. Water was added and extracted three times with diethyl ether. The organic phase was dried over Na2SO4, filtered and concentrated in va... The reactants are CO, Cl, [Na+], [OH-], O, COC(=O)CCN1CCCN(Cc2ccc(OCc3ccccc3)cc2)CC1. Yields the product O=C(O)CCN1CCCN(Cc2ccc(OCc3ccccc3)cc2)CC1. RXN SMILES: [CH3:32][OH:33].[ClH:31].[Na+:30].[OH-:29].[OH2:34].[c:1]1([CH2:7][O:8][c:9]2[cH:10][cH:11][c:12]([CH2:15][N:16]3[CH2:17][CH2:18][N:19]([CH2:23][CH2:24][C:25](=[O:26])[O:27][CH3:28])[CH2:20][CH2:21][CH2:22]3)[cH:13][cH:14]2)[cH:2][cH:3][cH:4][cH:5][cH:6]1>>[c:1]1([CH2:7][O:8][c:9]2[cH:10][cH:11][c:12]([CH2:15][N:16]3[CH2:17][CH2:18][N:19]([CH2:23][CH2:24][C:25](=[O:26])[OH:27])[CH2:20][CH2:21][CH2:22]3)[cH:13][cH:14]2)[cH:2][cH:3][cH:4][cH:5][cH:6]1. Reactants: C1CCNC1, CCO, Cc1[nH]c(C=O)c(C)c1C(=O)O, O=C1Cc2cc(F)ccc2N1. The product is Cc1[nH]c(C=C2C(=O)Nc3ccc(F)cc32)c(C)c1C(=O)O. Reaction SMILES: [CH2:24]1[CH2:25][NH:26][CH2:27][CH2:28]1.[CH3:29][CH2:30][OH:31].[CH:12](=[O:13])[c:14]1[c:15]([CH3:23])[c:16]([C:20](=[O:21])[OH:22])[c:17]([CH3:19])[nH:18]1.[F:1][c:2]1[cH:3][c:4]2[c:8]([cH:9][cH:10]1)[NH:7][C:6](=[O:11])[CH2:5]2>>[F:1][c:2]1[cH:3][c:4]2[c:8]([cH:9][cH:10]1)[NH:7][C:6](=[O:11])[C:5]2=[CH:12][c:14]1[c:15]([CH3:23])[c:16]([C:20](=[O:21])[OH:22])[c:17]([CH3:19])[nH:18]1. Solvent: O (water), CS(=O)C (dimethylsulfoxide). Starting materials: C(C)(=O)OCC (ethyl acetate), N1CCN2N=CC=C21 (2,3-dihydro-1H-imidazo[1,2-b]pyrazole), BrCC(=O)OCC (ethyl bromoacetate), C([O-])(O)=O.[K+] (potassium bicarbonate). Yields the product C(C)OC(=O)CN1CCN2N=CC=C21 (1-ethoxycarbonylmethyl-2,3-dihydro-1H-imidazo[1,2-b]pyrazole). RXN SMILES: [NH:1]1[C:8]2[N:4]([N:5]=[CH:6][CH:7]=2)[CH2:3][CH2:2]1.Br[CH2:10][C:11]([O:13][CH2:14][CH3:15])=[O:12].C(=O)(O)[O-].[K+].C(OCC)(=O)C>CS(C)=O.O>[CH2:14]([O:13][C:11]([CH2:10][N:1]1[C:8]2[N:4]([N:5]=[CH:6][CH:7]=2)[CH2:3][CH2:2]1)=[O:12])[CH3:15] |f:2.3|. Reported procedure: To a solution of 2,3-dihydro-1H-imidazo[1,2-b]pyrazole (19 g) in dimethylsulfoxide (95 ml) were added ethyl bromoacetate (20.4 ml) and potassium bicarbonate (30 g) under ice-cooling. The mixture was stirred at room temperature for 4 hours. The reaction mixture was poured into a mixture of ethyl acetate (1.5 l) and water (500 ml). The separated organic layer was washed with water and brine, and dried over magnesium sulfate. The solvent was evaporated and the residue was subjected to column chroma... Reaction conditions: time 4 hour. Reactants: O=C1C2=C(OC3=C(C1)C=CC=N3)C=C(C=C2)C(C(=O)N)C (2-(5,6-dihydro-6-oxo benzo[b]-pyrido[3,2-f]oxepin-9-yl)-propionamide), [OH-].[K+] (potassium hydroxide), O (water), C(C)O (ethanol), ice water. Run in C(C)(=O)O (acetic acid). Conditions: time 5 hour. Yields the product O=C1C2=C(OC3=C(C1)C=CC=N3)C=C(C=C2)C(C(=O)O)C (2-(5,6-dihydro-6-oxo benzo[b]pyrido[3,2-f]oxepin-9-yl)-propionic acid). As a reaction SMILES: [O:1]=[C:2]1[CH2:8][C:7]2[CH:9]=[CH:10][CH:11]=[N:12][C:6]=2[O:5][C:4]2[CH:13]=[C:14]([CH:17]([CH3:21])[C:18](N)=[O:19])[CH:15]=[CH:16][C:3]1=2.[OH-].[K+].O.C([OH:27])C>C(O)(=O)C>[O:1]=[C:2]1[CH2:8][C:7]2[CH:9]=[CH:10][CH:11]=[N:12][C:6]=2[O:5][C:4]2[CH:13]=[C:14]([CH:17]([CH3:21])[C:18]([OH:27])=[O:19])[CH:15]=[CH:16][C:3]1=2 |f:1.2|. Procedure: The mixture of 40 mg of 2-(5,6-dihydro-6-oxo benzo[b]-pyrido[3,2-f]oxepin-9-yl)-propionamide, 180 mg of potassium hydroxide, 1.5 ml of water and 5 ml of ethanol was refluxed with stirring for 5 hours. After cooling, the solvent was distilled off to obtain the residue, to this was added ice-water and the mixture was acidified with acetic acid and extracted with chloroform. The extract was washed with saturated sodium chloride solution and dried over anhydrous sodium sulfate. The solvent was disti...